From a dataset of the Open Reaction Database (ORD), a public repository of structured organic reaction records. describe an organic reaction: reactants, conditions, products, and yield The reactants are COC1=CC=2CCN3C[C@H]4CCCN([C@H]4C[C@H]3C2C=C1)S(=O)(=O)CCCCl ((8aR,12aS,13aS)-3-methoxy-12-(3-chloropropanesulfonyl)-5,6,8a,9,10,11,12,12a,13,13a-decahydro-8H-isoquino[2,1-g][1,6]naphthyridine), CO (CH3OH), hydrochloride salt, Cl (hydrochloric acid). Run in C(C)O.CCOCC (ethanol ether). The product is Cl.COC1=CC=2CCN3C[C@H]4CCCN([C@H]4C[C@H]3C2C=C1)S(=O)(=O)CCCCl ((8aR,12aS,13aS)-3-methoxy-12-(3-chloropropanesulfonyl)-5,6,8a,9,10,11,12,12a,13,13a-decahydro-8H-isoquino[2,1-g][1,6]naphthyridine hydrochloride). As a reaction SMILES: [CH3:1][O:2][C:3]1[CH:20]=[CH:19][C:18]2[C@H:17]3[N:8]([CH2:9][C@@H:10]4[C@H:15]([CH2:16]3)[N:14]([S:21]([CH2:24][CH2:25][CH2:26][Cl:27])(=[O:23])=[O:22])[CH2:13][CH2:12][CH2:11]4)[CH2:7][CH2:6][C:5]=2[CH:4]=1.Cl.CO>C(O)C.CCOCC>[ClH:27].[CH3:1][O:2][C:3]1[CH:20]=[CH:19][C:18]2[C@H:17]3[N:8]([CH2:9][C@@H:10]4[C@H:15]([CH2:16]3)[N:14]([S:21]([CH2:24][CH2:25][CH2:26][Cl:27])(=[O:22])=[O:23])[CH2:13][CH2:12][CH2:11]4)[CH2:7][CH2:6][C:5]=2[CH:4]=1 |f:3.4,5.6|. Procedure: (8aR,12aS,13aS)-3-methoxy-12-(3-chloropropanesulfonyl)-5,6,8a,9,10,11,12,12a,13,13a-decahydro-8H-isoquino[2,1-g][1,6]naphthyridine as an oil, which was converted to the hydrochloride salt in ethanol/ether mixture by treatment with anhydrous hydrochloric acid, to give (8aR,12aS,13aS)-3-methoxy-12-(3-chloropropanesulfonyl)-5,6,8a,9,10,11,12,12a,13,13a-decahydro-8H-isoquino[2,1-g][1,6]naphthyridine hydrochloride, m.p. 203°-205° C., [α]D25 =+28.7° (c=0.55, CH3OH). Reactants: ClC1=NC(=C2N=CN(C2=N1)C1CCCC1)Cl (2,6-dichloro-9-cyclopentylpurine), ClC1=CC=C(CN)C=C1 (4-chlorobenzylamine). The solvent is C(C)N(CC)CC (triethylamine). Product: ClC1=NC(=C2N=CN(C2=N1)C1CCCC1)NCC1=CC=C(C=C1)Cl (2-Chloro-6-[(4-chlorobenzyl)amino]-9-cyclopentylpurine). Reaction SMILES: [Cl:1][C:2]1[N:10]=[C:9]2[C:5]([N:6]=[CH:7][N:8]2[CH:11]2[CH2:15][CH2:14][CH2:13][CH2:12]2)=[C:4](Cl)[N:3]=1.[Cl:17][C:18]1[CH:25]=[CH:24][C:21]([CH2:22][NH2:23])=[CH:20][CH:19]=1>C(N(CC)CC)C>[Cl:1][C:2]1[N:10]=[C:9]2[C:5]([N:6]=[CH:7][N:8]2[CH:11]2[CH2:15][CH2:14][CH2:13][CH2:12]2)=[C:4]([NH:23][CH2:22][C:21]2[CH:24]=[CH:25][C:18]([Cl:17])=[CH:19][CH:20]=2)[N:3]=1. Procedure: 2-Chloro-6-[(4-chlorobenzyl)amino]-9-cyclopentylpurine is prepared from 2,6-dichloro-9-cyclopentylpurine, 4-chlorobenzylamine, and triethylamine essentially as described above in Example 1, Scheme A, step b. The reactants are BrC=1C=C(N2C1C1(CCN(CC1)C(=O)OC(C)(C)C)N(CC2)C)C(F)(F)F (tert-butyl 8-bromo-2-methyl-6-(trifluoromethyl)spiro[3,4-dihydropyrrolo[1,2-a]pyrazine-1,4′-piperidine]-1′-carboxylate), C(#N)[Zn]C#N (dicyanozinc). Reagents/catalysts: C=1C=CC(=CC1)[P](C=2C=CC=CC2)(C=3C=CC=CC3)[Pd]([P](C=4C=CC=CC4)(C=5C=CC=CC5)C=6C=CC=CC6)([P](C=7C=CC=CC7)(C=8C=CC=CC8)C=9C=CC=CC9)[P](C=1C=CC=CC1)(C=1C=CC=CC1)C=1C=CC=CC1 (Pd(PPh3)4). The solvent is CN(C)C=O (DMF). Conditions: temperature 150 celsius. Product: C(#N)C=1C=C(N2C1C1(CCN(CC1)C(=O)OC(C)(C)C)N(CC2)C)C(F)(F)F (tert-butyl 8-cyano-2-methyl-6-(trifluoromethyl)spiro[3,4-dihydropyrrolo[1,2-a]pyrazine-1,4′-piperidine]-1′-carboxylate). Isolated yield 34.6%. Reaction SMILES: Br[C:2]1[CH:3]=[C:4]([C:24]([F:27])([F:26])[F:25])[N:5]2[CH2:22][CH2:21][N:20]([CH3:23])[C:7]3([CH2:12][CH2:11][N:10]([C:13]([O:15][C:16]([CH3:19])([CH3:18])[CH3:17])=[O:14])[CH2:9][CH2:8]3)[C:6]=12.[C:28]([Zn]C#N)#[N:29]>CN(C=O)C.C1C=CC([P]([Pd]([P](C2C=CC=CC=2)(C2C=CC=CC=2)C2C=CC=CC=2)([P](C2C=CC=CC=2)(C2C=CC=CC=2)C2C=CC=CC=2)[P](C2C=CC=CC=2)(C2C=CC=CC=2)C2C=CC=CC=2)(C2C=CC=CC=2)C2C=CC=CC=2)=CC=1>[C:28]([C:2]1[CH:3]=[C:4]([C:24]([F:26])([F:25])[F:27])[N:5]2[CH2:22][CH2:21][N:20]([CH3:23])[C:7]3([CH2:8][CH2:9][N:10]([C:13]([O:15][C:16]([CH3:19])([CH3:18])[CH3:17])=[O:14])[CH2:11][CH2:12]3)[C:6]=12)#[N:29] |^1:41,43,62,81|. Procedure: A mixture of tert-butyl 8-bromo-2-methyl-6-(trifluoromethyl)spiro[3,4-dihydropyrrolo[1,2-a]pyrazine-1,4′-piperidine]-1′-carboxylate (1.67 g, 3.7 mmol) and dicyanozinc (234.9 μL, 3.7 mmol) in DMF (10 mL) was purged with N2 for 5 min. Pd(PPh3)4 (427.6 mg, 0.37 mmol) was added. The mixture was heated in a sealed microwave vial at 150° C. overnight. The mixture was partitioned between ethyl acetate and water. The layers were separated. The aqueous layer was extracted with ethyl acetate (3×). All org... Starting materials: NC(CC(C(=O)OCC)C)C1=C(C=CC=C1OC)OC (ethyl 4-amino-4-(2,6-dimethoxyphenyl)-2-methylbutanoate), COC1=C(C=C(C=O)C=C1)OC(F)(F)F (4-methoxy-3-(trifluoromethoxy)benzaldehyde). Product: COC1=C(C(=CC=C1)OC)C1CC(C(N1CC1=CC(=C(C=C1)OC)OC(F)(F)F)=O)C (5-(2,6-dimethoxyphenyl)-1-(4-methoxy-3-(trifluoromethoxy)benzyl)-3-methylpyrrolidin-2-one). Reaction SMILES: [NH2:1][CH:2]([C:11]1[C:16]([O:17][CH3:18])=[CH:15][CH:14]=[CH:13][C:12]=1[O:19][CH3:20])[CH2:3][CH:4]([CH3:10])[C:5]([O:7]CC)=O.[CH3:21][O:22][C:23]1[CH:30]=[CH:29][C:26]([CH:27]=O)=[CH:25][C:24]=1[O:31][C:32]([F:35])([F:34])[F:33]>>[CH3:18][O:17][C:16]1[CH:15]=[CH:14][CH:13]=[C:12]([O:19][CH3:20])[C:11]=1[CH:2]1[N:1]([CH2:27][C:26]2[CH:29]=[CH:30][C:23]([O:22][CH3:21])=[C:24]([O:31][C:32]([F:33])([F:34])[F:35])[CH:25]=2)[C:5](=[O:7])[CH:4]([CH3:10])[CH2:3]1. Procedure details: Prepared according to the described general procedure 2 (GP2) by reaction of ethyl 4-amino-4-(2,6-dimethoxyphenyl)-2-methylbutanoate with commercially available 4-methoxy-3-(trifluoromethoxy)benzaldehyde. Subsequent purification by preparative HPLC afforded the target compound. LC-MS (conditions A): tR=0.91 min.; [M+H]+: 439.85 g/mol. The reactants are N1=CC(=CC=C1)C1=CC=NC=2N1N=CC2C(=O)N (7-(3-pyridinyl)pyrazolo(1,5-a)pyrimidine-3-carboxamide), COC(C)(N(C)C)OC (N,N-dimethylacetamide dimethyl acetal). Conditions: temperature 120 celsius. Yields the product CN(C)CC=NC(=O)C=1C=NN2C1N=CC=C2C=2C=NC=CC2 (N-((Dimethylamino)ethylidene)-7-(3-pyridinyl)pyrazolo(1,5-a)pyrimidine-3-carboxamide). Reaction SMILES: [N:1]1[CH:6]=[CH:5][CH:4]=[C:3]([C:7]2[N:12]3[N:13]=[CH:14][C:15]([C:16]([NH2:18])=[O:17])=[C:11]3[N:10]=[CH:9][CH:8]=2)[CH:2]=1.CO[C:21](OC)([N:23]([CH3:25])[CH3:24])[CH3:22]>>[CH3:24][N:23]([CH2:21][CH:22]=[N:18][C:16]([C:15]1[CH:14]=[N:13][N:12]2[C:7]([C:3]3[CH:2]=[N:1][CH:6]=[CH:5][CH:4]=3)=[CH:8][CH:9]=[N:10][C:11]=12)=[O:17])[CH3:25]. Procedure details: A mixture of 10.0 g of 7-(3-pyridinyl)pyrazolo(1,5-a)pyrimidine-3-carboxamide (prepared as described in Example 9) and 50.0 ml of N,N-dimethylacetamide dimethyl acetal are heated at 120° C. for 2 hours. After cooling, the reaction mixture is evaporated in vacuo to give an oil. The oil is triturated with diethyl ether to separate a yellow solid. The solid is collected by filtration, washed with ether, air dried, then dried in vacuo to give 12.37 g of the desired product as a tan solid, mp 124°-12... Reactants: CCOC(=O)C(C)c1ccc(OCC=C(C)c2ccc3c(c2)Cc2ccccc2-3)cc1, CO, CCOC(C)=O, Cl, [Na+], [OH-]. Yields the product CC(=CCOc1ccc(C(C)C(=O)O)cc1)c1ccc2c(c1)Cc1ccccc1-2. RXN SMILES: [CH2:1]([CH3:2])[O:3][C:4]([CH:5]([CH3:6])[c:7]1[cH:8][cH:9][c:10]([O:13][CH2:14][CH:15]=[C:16]([CH3:17])[c:18]2[cH:19][c:20]3[c:28]([cH:29][cH:30]2)-[c:27]2[c:22]([cH:23][cH:24][cH:25][cH:26]2)[CH2:21]3)[cH:11][cH:12]1)=[O:31].[CH3:32][OH:33].[CH3:37][CH2:38][O:39][C:40](=[O:41])[CH3:42].[ClH:36].[Na+:35].[OH-:34]>>[O:3]=[C:4]([CH:5]([CH3:6])[c:7]1[cH:8][cH:9][c:10]([O:13][CH2:14][CH:15]=[C:16]([CH3:17])[c:18]2[cH:19][c:20]3[c:28]([cH:29][cH:30]2)-[c:27]2[c:22]([cH:23][cH:24][cH:25][cH:26]2)[CH2:21]3)[cH:11][cH:12]1)[OH:31]. The reactants are C1(=CC=CC=C1)C=1C(NN=C(C1C1=CC=C(C=C1)C)C1=CC=C(C=C1)C)=O (4-Phenyl-5,6-bis(p-methylphenyl)-2H-pyridazin-3-one), C1(OCCO1)=O (ethylene carbonate). Solvent: CN(C=O)C (dimethylformamide). The product is OCCN1N=C(C(=C(C1=O)C1=CC=CC=C1)C1=CC=C(C=C1)C)C1=CC=C(C=C1)C (2-(2'-Hydroxyethyl)-4-Phenyl-5,6-Bis(p-Methylphenyl)-2H-Pyridazin-3-One). Reaction SMILES: [C:1]1([C:7]2[C:8](=[O:27])[NH:9][N:10]=[C:11]([C:20]3[CH:25]=[CH:24][C:23]([CH3:26])=[CH:22][CH:21]=3)[C:12]=2[C:13]2[CH:18]=[CH:17][C:16]([CH3:19])=[CH:15][CH:14]=2)[CH:6]=[CH:5][CH:4]=[CH:3][CH:2]=1.C1(=O)O[CH2:31][CH2:30][O:29]1>CN(C)C=O>[OH:29][CH2:30][CH2:31][N:9]1[C:8](=[O:27])[C:7]([C:1]2[CH:6]=[CH:5][CH:4]=[CH:3][CH:2]=2)=[C:12]([C:13]2[CH:18]=[CH:17][C:16]([CH3:19])=[CH:15][CH:14]=2)[C:11]([C:20]2[CH:21]=[CH:22][C:23]([CH3:26])=[CH:24][CH:25]=2)=[N:10]1. Reported procedure: 4-Phenyl-5,6-bis(p-methylphenyl)-2H-pyridazin-3-one (1.8 g) and 0.88 g of ethylene carbonate were charged to a flask in 100 ml dimethylformamide. The flask was placed in an oil bath, preheated to 150° C. and the reaction was heated for 4 hours. The hot solution was quenched in an equal volume of 1 N HCl, causing a white solid to precipitate. The cooled solution was filtered and the solid recrystallized from ethyl acetate and dried for 5 hours, m.p. 192°-194° C.